From a dataset of the Open Reaction Database (ORD), a public repository of structured organic reaction records. describe an organic reaction: reactants, conditions, products, and yield Reactants: O=C([O-])[O-], CN(C)C=O, Clc1ncc(Cl)c(Cl)n1, [K+], [K+], CCN1CCN(CC)c2cc(N)ccc2C1=O. Product: CCN1CCN(CC)c2cc(Nc3nc(Cl)ncc3Cl)ccc2C1=O. RXN SMILES: [C:32](=[O:33])([O-:34])[O-:35].[CH3:27][N:28]([CH3:29])[CH:30]=[O:31].[Cl:1][c:2]1[n:3][cH:4][c:5]([Cl:9])[c:6]([Cl:8])[n:7]1.[K+:36].[K+:37].[NH2:10][c:11]1[cH:12][cH:13][c:14]2[c:15]([cH:26]1)[N:16]([CH2:24][CH3:25])[CH2:17][CH2:18][N:19]([CH2:22][CH3:23])[C:20]2=[O:21]>>[Cl:1][c:2]1[n:3][cH:4][c:5]([Cl:9])[c:6]([NH:10][c:11]2[cH:12][cH:13][c:14]3[c:15]([cH:26]2)[N:16]([CH2:24][CH3:25])[CH2:17][CH2:18][N:19]([CH2:22][CH3:23])[C:20]3=[O:21])[n:7]1. Reactants: CCCC[N+](CCCC)(CCCC)CCCC, CC1CCCCC1NC(=O)Nc1cnc2c(ccn2COCC[Si](C)(C)C)n1, CN(C)C=O, [F-]. Yields the product CC1CCCCC1NC(=O)Nc1cnc2[nH]ccc2n1. RXN SMILES: [CH2:30]([N+:31]([CH2:32][CH2:33][CH2:34][CH3:35])([CH2:36][CH2:37][CH2:38][CH3:39])[CH2:40][CH2:41][CH2:42][CH3:43])[CH2:44][CH2:45][CH3:46].[CH3:1][CH:2]1[CH:3]([NH:8][C:9](=[O:10])[NH:11][c:12]2[n:13][c:14]3[c:15]([n:16][cH:17]2)[n:18]([CH2:21][O:22][CH2:23][CH2:24][Si:25]([CH3:26])([CH3:27])[CH3:28])[cH:19][cH:20]3)[CH2:4][CH2:5][CH2:6][CH2:7]1.[CH3:47][N:48]([CH3:49])[CH:50]=[O:51].[F-:29]>>[CH3:1][CH:2]1[CH:3]([NH:8][C:9](=[O:10])[NH:11][c:12]2[n:13][c:14]3[c:15]([n:16][cH:17]2)[nH:18][cH:19][cH:20]3)[CH2:4][CH2:5][CH2:6][CH2:7]1. Reactants: C(C#C)N(C(CCC1N(CCCC1)CC=1C(=NC=CC1)OC)=O)CC#C (N1,N1-Di(2-propynyl)-3-[1-[(2-methoxy-3-pyridyl)methyl]-2-piperidyl]propanamide), S(=O)(Cl)Cl (thionyl chloride), [OH-].[Na+] (sodium hydroxide). The solvent is C(C)O (ethanol). Run at time 8 hour. The product is C(C#C)N(C(CCC1N(CCCC1)CC=1C(NC=CC1)=O)=O)CC#C (N1,N1-Di(2-propynyl)-3-[1-[(2-oxo-1,2-dihydro-3-pyridinyl)methyl]-2-piperidyl]propanamide). Yield: 104.1%. RXN SMILES: [CH2:1]([N:4]([CH2:24][C:25]#[CH:26])[C:5](=[O:23])[CH2:6][CH2:7][CH:8]1[CH2:13][CH2:12][CH2:11][CH2:10][N:9]1[CH2:14][C:15]1[C:16]([O:21]C)=[N:17][CH:18]=[CH:19][CH:20]=1)[C:2]#[CH:3].S(Cl)(Cl)=O.[OH-].[Na+]>C(O)C>[CH2:1]([N:4]([CH2:24][C:25]#[CH:26])[C:5](=[O:23])[CH2:6][CH2:7][CH:8]1[CH2:13][CH2:12][CH2:11][CH2:10][N:9]1[CH2:14][C:15]1[C:16](=[O:21])[NH:17][CH:18]=[CH:19][CH:20]=1)[C:2]#[CH:3] |f:2.3|. Procedure details: 300 mg of N1,N1-di(2-propynyl)-3-[1-[(2-methoxy-3-pyridyl)methyl]-2-piperidyl]propanamide obtained in Example 176, 0.4 ml of thionyl chloride and 5 ml of ethanol were stirred under reflux for 1 hour, and then the mixture was left overnight. An aqueous dilute sodium hydroxide was added thereto, and the mixture was extracted with ethyl acetate. The extract was dried over sodium sulfate. The sodium sulfate was removed, and the solvent was evaporated. The residue was purified by silica gel chromatog... Starting materials: CSC=1CC(N(C2=C(N1)C=CC(=C2)Cl)C2=CC=CC=C2)=O (2-(methylthio)-7-chloro-5-phenyl-3H-1,5-benzodiazepin-4-one), C(C)(C)(C)OC(NN)=O (t-butylcarbazate). The solvent is CN(C=O)C (dimethyl formamide). Product: C(C)(C)(C)OC(=O)NNC=1CC(N(C2=C(N1)C=CC(=C2)Cl)C2=CC=CC=C2)=O (2-[2-(t-butoxycarbonyl)hydrazino]-7-chloro-5-phenyl-3H-1,5-benzodiazepin-4-one). Reaction SMILES: CS[C:3]1[CH2:4][C:5](=[O:21])[N:6]([C:15]2[CH:20]=[CH:19][CH:18]=[CH:17][CH:16]=2)[C:7]2[CH:13]=[C:12]([Cl:14])[CH:11]=[CH:10][C:8]=2[N:9]=1.[C:22]([O:26][C:27](=[O:30])[NH:28][NH2:29])([CH3:25])([CH3:24])[CH3:23]>CN(C)C=O>[C:22]([O:26][C:27]([NH:28][NH:29][C:3]1[CH2:4][C:5](=[O:21])[N:6]([C:15]2[CH:20]=[CH:19][CH:18]=[CH:17][CH:16]=2)[C:7]2[CH:13]=[C:12]([Cl:14])[CH:11]=[CH:10][C:8]=2[N:9]=1)=[O:30])([CH3:25])([CH3:24])[CH3:23]. Procedure: 3.16 g of 2-(methylthio)-7-chloro-5-phenyl-3H-1,5-benzodiazepin-4-one and 1.41 g of t-butylcarbazate in 60 ml of dimethyl formamide are refluxed for 20 hours while a slow stream of nitrogen is bubbled through the reaction. The reaction is worked up as described in Example 29, Method A, to give the title compound. Reactants: O=C1C[C@H](CO1)NC(OCC1=CC=CC=C1)=O ((R)-Benzyl 5-oxotetrahydrofuran-3-ylcarbamate), O=C1C[C@H](CO1)NC(OCC1=CC=CC=C1)=O ((R)-Benzyl 5-oxotetrahydrofuran-3-ylcarbamate), CNC (dimethylamine). Run in C1CCOC1 (THF). Conditions: time 14 hour. The product is CN(C(C[C@H](CO)NC(OCC1=CC=CC=C1)=O)=O)C ((R)-Benzyl 4-(dimethylamino)-1-hydroxy-4-oxobutan-2-ylcarbamate). Yield: 91.5%. Reaction SMILES: [O:1]=[C:2]1[O:6][CH2:5][C@H:4]([NH:7][C:8](=[O:17])[O:9][CH2:10][C:11]2[CH:16]=[CH:15][CH:14]=[CH:13][CH:12]=2)[CH2:3]1.[CH3:18][NH:19][CH3:20]>C1COCC1>[CH3:18][N:19]([CH3:20])[C:2](=[O:1])[CH2:3][C@@H:4]([NH:7][C:8](=[O:17])[O:9][CH2:10][C:11]1[CH:16]=[CH:15][CH:14]=[CH:13][CH:12]=1)[CH2:5][OH:6]. Reported procedure: A solution of (R)-benzyl-5-oxotetrahydrofuran-3-ylcarbamate (INTERMEDIATE 3, 18.4 g, 7.8 mmol) in THF (100 ml) was purged, at room temperature, with gaseous dimethylamine for 5 minutes. After stirring at room temp for 14 hours, the reaction mixture was concentrated to dryness, and purified by column chromatography (silica gel, eluting first with 50% ethyl acetate/hexanes followed by 100% acetone) to give the title product (20 g, yield: 91.5%). Starting materials: FC=1C=CC(=C(C=O)C1)[N+](=O)[O-] (5-fluoro-2-nitrobenzaldehyde), O.C1(=CC=C(C=C1)S(=O)(=O)O)C (para-toluenesulfonic acid monohydrate), C(CCC)O (n-butanol). Solvent: C1(=CC=CC=C1)C (toluene). The product is C(CCC)OC(C1=C(C=CC(=C1)F)[N+](=O)[O-])OCCCC (2-(dibutoxymethyl)-4-fluoro-1-nitrobenzene). Reaction SMILES: [F:1][C:2]1[CH:3]=[CH:4][C:5]([N+:10]([O-:12])=[O:11])=[C:6]([CH:9]=1)[CH:7]=[O:8].O.[C:14]1(C)[CH:19]=CC(S(O)(=O)=O)=[CH:16][CH:15]=1.[CH2:25]([OH:29])[CH2:26][CH2:27][CH3:28]>C1(C)C=CC=CC=1>[CH2:19]([O:8][CH:7]([O:29][CH2:25][CH2:26][CH2:27][CH3:28])[C:6]1[CH:9]=[C:2]([F:1])[CH:3]=[CH:4][C:5]=1[N+:10]([O-:12])=[O:11])[CH2:14][CH2:15][CH3:16] |f:1.2|. Procedure: A solution of 5-fluoro-2-nitrobenzaldehyde (1-15, 75 g, 443 mmol), para-toluenesulfonic acid monohydrate (8.4 g, 44.3 mmol), and n-butanol (122 mL, 1.33 mol) was refluxed in toluene (630 mL) using a Dean-Stark apparatus for 15 h. The reaction was cooled, concentrated and partitioned between water (1 L) and EtOAc (1 L). The organic layer was washed with water (1 L) and brine (1 L), dried over Na2SO4 and concentrated. The crude reaction was purified by column chromatography (0 to 25% EtOAc in hexa... The reactants are C[O-], CCO, O=[N+]([O-])c1ccc(F)cc1, [Na+], Sc1nccn1Cc1ccccc1. Yields the product O=[N+]([O-])c1ccc(Sc2nccn2Cc2ccccc2)cc1. Reaction SMILES: [CH3:1][O-:2].[CH3:27][CH2:28][OH:29].[F:17][c:18]1[cH:19][cH:20][c:21]([N+:24](=[O:25])[O-:26])[cH:22][cH:23]1.[Na+:3].[SH:4][c:5]1[n:6]([CH2:10][c:11]2[cH:12][cH:13][cH:14][cH:15][cH:16]2)[cH:7][cH:8][n:9]1>>[S:4]([c:5]1[n:6]([CH2:10][c:11]2[cH:12][cH:13][cH:14][cH:15][cH:16]2)[cH:7][cH:8][n:9]1)[c:18]1[cH:19][cH:20][c:21]([N+:24](=[O:25])[O-:26])[cH:22][cH:23]1. The reactants are ClC1=NC=CC2=CC=C(C=C12)C(C(F)(F)F)(F)F (1-chloro-7-(pentafluoroethyl)isoquinoline), NCC(=O)NC1CN(C1)C(=O)OC(C)(C)C (tert-butyl 3-(2-aminoacetamido)azetidine-1-carboxylate), C(=O)([O-])[O-].[Cs+].[Cs+] (Cs2CO3), C=1C=CC(=CC1)P(C=2C=CC=CC2)C3=CC=C4C=CC=CC4=C3C5=C6C=CC=CC6=CC=C5P(C=7C=CC=CC7)C=8C=CC=CC8 (BINAP). Reagents/catalysts: CC(=O)[O-].CC(=O)[O-].[Pd+2] (Pd(OAc)2). Reaction conditions: temperature 120 celsius, time 8 hour. The product is FC(C(F)(F)F)(C1=CC=C2C=CN=C(C2=C1)NCC(=O)NC1CN(C1)C(=O)OC(C)(C)C)F (tert-butyl 3-(2-[[7-(pentafluoroethyl)isoquinolin-1-yl]amino]acetamido)azetidine-1-carboxylate). As a reaction SMILES: Cl[C:2]1[C:11]2[C:6](=[CH:7][CH:8]=[C:9]([C:12]([F:18])([F:17])[C:13]([F:16])([F:15])[F:14])[CH:10]=2)[CH:5]=[CH:4][N:3]=1.[NH2:19][CH2:20][C:21]([NH:23][CH:24]1[CH2:27][N:26]([C:28]([O:30][C:31]([CH3:34])([CH3:33])[CH3:32])=[O:29])[CH2:25]1)=[O:22].C([O-])([O-])=O.[Cs+].[Cs+].C1C=CC(P(C2C(C3C(P(C4C=CC=CC=4)C4C=CC=CC=4)=CC=C4C=3C=CC=C4)=C3C(C=CC=C3)=CC=2)C2C=CC=CC=2)=CC=1>CC([O-])=O.CC([O-])=O.[Pd+2]>[F:17][C:12]([F:18])([C:9]1[CH:10]=[C:11]2[C:6]([CH:5]=[CH:4][N:3]=[C:2]2[NH:19][CH2:20][C:21]([NH:23][CH:24]2[CH2:27][N:26]([C:28]([O:30][C:31]([CH3:34])([CH3:33])[CH3:32])=[O:29])[CH2:25]2)=[O:22])=[CH:7][CH:8]=1)[C:13]([F:16])([F:15])[F:14] |f:2.3.4,6.7.8|. Procedure: Into a 8 mL sealed tube, was placed 1-chloro-7-(pentafluoroethyl)isoquinoline (as prepared in the previous step, 282 mg, 1.00 mmol, 1.00 equiv), tert-butyl 3-(2-aminoacetamido)azetidine-1-carboxylate (prepared as described in Example 1, Step E) (250 mg, 1.09 mmol, 1.09 equiv), Cs2CO3 (1.0 g, 3.07 mmol, 3.06 equiv), BINAP (24 mg, 0.04 mmol, 0.04 equiv), Pd(OAc)2 (10 mg, 0.04 mmol, 0.04 equiv) and tol (2 mL). The reaction mixture was stirred overnight at 120° C. The resulting mixture was concentra...